This data is from the Open Reaction Database (ORD), a public repository of structured organic reaction records. The task is: describe an organic reaction: reactants, conditions, products, and yield Reactants: Cc1cc(B2OC(C)(C)C(C)(C)O2)cc(C)c1O, CCOC(C)=O, COCCOC, CCC(=O)c1cc(Cl)nnc1OC, [Na+], [Na+], O=C([O-])[O-], [Pd], c1ccc(P(c2ccccc2)c2ccccc2)cc1, c1ccc(P(c2ccccc2)c2ccccc2)cc1, c1ccc(P(c2ccccc2)c2ccccc2)cc1, c1ccc(P(c2ccccc2)c2ccccc2)cc1. Product: CCC(=O)c1cc(-c2cc(C)c(O)c(C)c2)nnc1OC. Reaction SMILES: [CH3:14][c:15]1[c:16]([OH:31])[c:17]([CH3:30])[cH:18][c:19]([B:21]2[O:22][C:23]([CH3:24])([CH3:25])[C:26]([CH3:27])([CH3:28])[O:29]2)[cH:20]1.[CH3:38][CH2:39][O:40][C:41](=[O:42])[CH3:43].[CH3:44][O:45][CH2:46][CH2:47][O:48][CH3:49].[Cl:1][c:2]1[cH:3][c:4]([C:10]([CH2:11][CH3:12])=[O:13])[c:5]([O:8][CH3:9])[n:6][n:7]1.[Na+:32].[Na+:33].[O-:34][C:35](=[O:36])[O-:37].[Pd:50].[c:108]1([P:109]([c:110]2[cH:111][cH:112][cH:113][cH:114][cH:115]2)[c:116]2[cH:117][cH:118][cH:119][cH:120][cH:121]2)[cH:122][cH:123][cH:124][cH:125][cH:126]1.[c:51]1([P:52]([c:53]2[cH:54][cH:55][cH:56][cH:57][cH:58]2)[c:59]2[cH:60][cH:61][cH:62][cH:63][cH:64]2)[cH:65][cH:66][cH:67][cH:68][cH:69]1.[c:70]1([P:71]([c:72]2[cH:73][cH:74][cH:75][cH:76][cH:77]2)[c:78]2[cH:79][cH:80][cH:81][cH:82][cH:83]2)[cH:84][cH:85][cH:86][cH:87][cH:88]1.[c:89]1([P:90]([c:91]2[cH:92][cH:93][cH:94][cH:95][cH:96]2)[c:97]2[cH:98][cH:99][cH:100][cH:101][cH:102]2)[cH:103][cH:104][cH:105][cH:106][cH:107]1>>[c:2]1(-[c:19]2[cH:18][c:17]([CH3:30])[c:16]([OH:31])[c:15]([CH3:14])[cH:20]2)[cH:3][c:4]([C:10]([CH2:11][CH3:12])=[O:13])[c:5]([O:8][CH3:9])[n:6][n:7]1. Starting materials: Fc1cccc(CCBr)c1, COc1ccc(OC)c(Sc2nc3c(N)ncnc3[nH]2)c1. The product is COc1ccc(OC)c(Sc2nc3c(N)ncnc3n2CCc2cccc(F)c2)c1. Reaction SMILES: [Br:22][CH2:23][CH2:24][c:25]1[cH:26][c:27]([F:31])[cH:28][cH:29][cH:30]1.[CH3:1][O:2][c:3]1[c:4]([S:11][c:12]2[nH:13][c:14]3[n:15][cH:16][n:17][c:18]([NH2:21])[c:19]3[n:20]2)[cH:5][c:6]([O:9][CH3:10])[cH:7][cH:8]1>>[CH3:1][O:2][c:3]1[c:4]([S:11][c:12]2[n:13]([CH2:23][CH2:24][c:25]3[cH:26][c:27]([F:31])[cH:28][cH:29][cH:30]3)[c:14]3[n:15][cH:16][n:17][c:18]([NH2:21])[c:19]3[n:20]2)[cH:5][c:6]([O:9][CH3:10])[cH:7][cH:8]1. The yield is 22.8%. The solvent is CS(=O)C.CO (DMSO MeOH). Reactants: BrC=1C=CC(=NC1)C(=O)NC1=C2C=NNC2=CC(=C1)C1=C2C=CNC2=CC=C1 (5-Bromo-N-[6-(1H-indol-4-yl)-1H-indazol-4-yl]-2-pyridinecarboxamide), N1CCOCC1 (morpholine), C=1C=CC(=CC1)P(C=2C=CC=CC2)C3=CC=C4C=CC=CC4=C3C5=C6C=CC=CC6=CC=C5P(C=7C=CC=CC7)C=8C=CC=CC8 (BINAP), C([O-])([O-])=O.[Cs+].[Cs+] (cesium carbonate). Reagents/catalysts: C=1C=CC(=CC1)/C=C/C(=O)/C=C/C2=CC=CC=C2.C=1C=CC(=CC1)/C=C/C(=O)/C=C/C2=CC=CC=C2.C=1C=CC(=CC1)/C=C/C(=O)/C=C/C2=CC=CC=C2.[Pd].[Pd] (Pd2dba3). Conditions: temperature 150 celsius. Procedure: 5-Bromo-N-[6-(1H-indol-4-yl)-1H-indazol-4-yl]-2-pyridinecarboxamide (35 mg, 0.08 mmol) and morpholine (1 ml, 11.5 mmol) were placed in a microwave vial. Pd2dba3 (4 mg, 0.004 mmol), BINAP (5 mg, 0.008 mmol) and cesium carbonate (40 mg, 0.12 mmol) were added and the mixture was heated at 150° C. for 75 mins under microwave irradiation. The reaction mixture was concentrated in vacuo to give a crude residue that was suspended in 1:1 DMSO/MeOH (1 ml) and filtered to give an orange solution that was p... The product is N1C=CC2=C(C=CC=C12)C1=CC(=C2C=NNC2=C1)NC(=O)C1=NC=C(C=C1)N1CCOCC1 (N-[6-(1H-Indol-4-yl)-1H-indazol-4-yl]-5-(4-morpholinyl)-2-pyridinecarboxamide). As a reaction SMILES: Br[C:2]1[CH:3]=[CH:4][C:5]([C:8]([NH:10][C:11]2[CH:19]=[C:18]([C:20]3[CH:28]=[CH:27][CH:26]=[C:25]4[C:21]=3[CH:22]=[CH:23][NH:24]4)[CH:17]=[C:16]3[C:12]=2[CH:13]=[N:14][NH:15]3)=[O:9])=[N:6][CH:7]=1.[NH:29]1[CH2:34][CH2:33][O:32][CH2:31][CH2:30]1.C1C=CC(P(C2C(C3C(P(C4C=CC=CC=4)C4C=CC=CC=4)=CC=C4C=3C=CC=C4)=C3C(C=CC=C3)=CC=2)C2C=CC=CC=2)=CC=1.C(=O)([O-])[O-].[Cs+].[Cs+]>C1C=CC(/C=C/C(/C=C/C2C=CC=CC=2)=O)=CC=1.C1C=CC(/C=C/C(/C=C/C2C=CC=CC=2)=O)=CC=1.C1C=CC(/C=C/C(/C=C/C2C=CC=CC=2)=O)=CC=1.[Pd].[Pd].CS(C)=O.CO>[NH:24]1[C:25]2[C:21](=[C:20]([C:18]3[CH:17]=[C:16]4[C:12]([CH:13]=[N:14][NH:15]4)=[C:11]([NH:10][C:8]([C:5]4[CH:4]=[CH:3][C:2]([N:29]5[CH2:34][CH2:33][O:32][CH2:31][CH2:30]5)=[CH:7][N:6]=4)=[O:9])[CH:19]=3)[CH:28]=[CH:27][CH:26]=2)[CH:22]=[CH:23]1 |f:3.4.5,6.7.8.9.10,11.12|. The reactants are ClC=1C=C(C=CC1)[C@H]1C[C@@H](C(N([C@@H]1C1=CC=C(C=C1)Cl)CC1CC1)=O)CC(=O)OC (Methyl 2-((3R,5R,6S)-5-(3-chlorophenyl)-6-(4-chlorophenyl)-1-(cyclopropylmethyl)-2-oxopiperidin-3-yl)acetate), solution, N (ammonia), CO (methanol), [C-]#N.[Na+] (NaCN). Reaction conditions: temperature 50 celsius, time 3 day. Yields the product ClC=1C=C(C=CC1)[C@H]1C[C@@H](C(N([C@@H]1C1=CC=C(C=C1)Cl)CC1CC1)=O)CC(=O)N (2-((3R,5R,6S)-5-(3-chlorophenyl)-6-(4-chlorophenyl)-1-(cyclopropylmethyl)-2-oxopiperidin-3-yl)acetamide). Reaction SMILES: [Cl:1][C:2]1[CH:3]=[C:4]([C@@H:8]2[C@@H:13]([C:14]3[CH:19]=[CH:18][C:17]([Cl:20])=[CH:16][CH:15]=3)[N:12]([CH2:21][CH:22]3[CH2:24][CH2:23]3)[C:11](=[O:25])[C@@H:10]([CH2:26][C:27](OC)=[O:28])[CH2:9]2)[CH:5]=[CH:6][CH:7]=1.[NH3:31].CO.[C-]#N.[Na+]>>[Cl:1][C:2]1[CH:3]=[C:4]([C@@H:8]2[C@@H:13]([C:14]3[CH:15]=[CH:16][C:17]([Cl:20])=[CH:18][CH:19]=3)[N:12]([CH2:21][CH:22]3[CH2:23][CH2:24]3)[C:11](=[O:25])[C@@H:10]([CH2:26][C:27]([NH2:31])=[O:28])[CH2:9]2)[CH:5]=[CH:6][CH:7]=1 |f:3.4|. Procedure details: In a sealed tube, 60 mg (134 μmol) of methyl 2-((3R,5R,6S)-5-(3-chlorophenyl)-6-(4-chlorophenyl)-1-(cyclopropylmethyl)-2-oxopiperidin-3-yl)acetate (Example 47) and 4.8 mL of a solution of ammonia in methanol (7N, 3.4 mmol) were stirred at 25° C. for 5 days. Then NaCN (3 mg) was added and the resulting solution was stirred at 50° C. for 3 days. Excess NH3 and MeOH were removed under reduced pressure. Separation by reversed phase HPLC (10 to 90% AcCN/H2O in 45 min) provided the title compound as a... Reactants: N1([C@H](C(=O)O)CCC1)C(=O)OC(C)(C)C (BocProOH), N([C@H](CC1=CNC2=CC=CC=C12)C(=O)OC)C (MeDTrpOMe), anhydride, C1(=CC=CC=C1)P(=O)(C1=CC=CC=C1)Cl (diphenylphosphinyl chloride). Yields the product N1([C@H](C(=O)N([C@H](CC2=CNC3=CC=CC=C23)C(=O)OC)C)CCC1)C(=O)OC(C)(C)C (BocPro-MeDTrpOMe). Isolated yield 69.0%. RXN SMILES: [N:1]1([C:9]([O:11][C:12]([CH3:15])([CH3:14])[CH3:13])=[O:10])[CH2:8][CH2:7][CH2:6][C@H:2]1[C:3]([OH:5])=O.[NH:16]([CH3:32])[C@@H:17]([C:28]([O:30][CH3:31])=[O:29])[CH2:18][C:19]1[C:27]2[C:22](=[CH:23][CH:24]=[CH:25][CH:26]=2)[NH:21][CH:20]=1.C1(P(Cl)(C2C=CC=CC=2)=O)C=CC=CC=1>>[N:1]1([C:9]([O:11][C:12]([CH3:15])([CH3:14])[CH3:13])=[O:10])[CH2:8][CH2:7][CH2:6][C@H:2]1[C:3]([N:16]([CH3:32])[C@@H:17]([C:28]([O:30][CH3:31])=[O:29])[CH2:18][C:19]1[C:27]2[C:22](=[CH:23][CH:24]=[CH:25][CH:26]=2)[NH:21][CH:20]=1)=[O:5]. Procedure: Condensation of BocProOH (4.63 g.) and MeDTrpOMe (5.00 g.) by the mixed anhydride method using diphenylphosphinyl chloride gave BocPro-MeDTrpOMe in 69% yield. Demethylation of BocPro-MeDTrpOMe (6.33 g.) using aqueous sodium hydroxide gave BocPro-MeDTrpOH in 77% yield. Condensation of BocPro-MeDTrpOH (3.60 g.) and HPheOBz (3.70 g.) using dicyclohexylcarbodiimide and N-hydroxysuccinimide gave BocPro-MeDTrp-PheOBz in 83% yield. Debenzylation of BocPro-MeDTrp-PheOBz (4.60 g.) by hydrogenation with p... Starting materials: C1(=CC=C(C=C1)S(=O)(OCCCC(OC)(OC)OC)=S)C (4,4,4-Trimethoxybutyl para-toluenethiosulphonate), CN1C(N(C=2C(C1=O)=C(N(C2)CC2=CC=CC1=CC=CC=C21)SCCCC(=O)OC)CC(C)C)=O (methyl 4-[(2,3,4,6-Tetrahydro-3-methyl-1-(2-methylpropyl)-6-(1-naphthalenylmethyl)-2,4-dioxo-1H-pyrrolo[3,4-d]-pyrimidin-5-yl)thio]butanoate), Cl (hydrochloric acid). The solvent is O1CCCC1.CO (tetrahydrofuran methanol). Reaction conditions: time 1.5 hour. The product is CN1C(N(C=2C(C1=O)=C(N(C2)CC2=CC=CC1=CC=CC=C21)SCCCC(=O)O)CC(C)C)=O (4-[(2,3,4,6-Tetrahydro-3-methyl-1-(2-methylpropyl)-6-(1-naphthalenylmethyl)-2,4-dioxo-1H-pyrrolo[3,4-d]pyrimidin-5-yl)thio]butanoic acid). Isolated yield 33.2%. Reaction SMILES: C1(C)C=CC(S(=S)(OCCCC(OC)(OC)OC)=O)=CC=1.[CH3:22][N:23]1[C:28](=[O:29])[C:27]2=[C:30]([S:44][CH2:45][CH2:46][CH2:47][C:48]([O:50]C)=[O:49])[N:31]([CH2:33][C:34]3[C:43]4[C:38](=[CH:39][CH:40]=[CH:41][CH:42]=4)[CH:37]=[CH:36][CH:35]=3)[CH:32]=[C:26]2[N:25]([CH2:52][CH:53]([CH3:55])[CH3:54])[C:24]1=[O:56].Cl>O1CCCC1.CO>[CH3:22][N:23]1[C:28](=[O:29])[C:27]2=[C:30]([S:44][CH2:45][CH2:46][CH2:47][C:48]([OH:50])=[O:49])[N:31]([CH2:33][C:34]3[C:43]4[C:38](=[CH:39][CH:40]=[CH:41][CH:42]=4)[CH:37]=[CH:36][CH:35]=3)[CH:32]=[C:26]2[N:25]([CH2:52][CH:53]([CH3:54])[CH3:55])[C:24]1=[O:56] |f:3.4|. Procedure details: The compound of Example 2, methyl 4-[(2,3,4,6-Tetrahydro-3-methyl-1-(2-methylpropyl)-6-(1-naphthalenylmethyl)-2,4-dioxo-1H-pyrrolo[3,4-d]-pyrimidin-5-yl)thio]butanoate (400 mg), was dissolved in 3:1:1 tetrahydrofuran/methanol/1M lithium hydroxide and stirred for 1.5 h before being acidified by dropwise addition of concentrated hydrochloric acid (HCl). The mixture was then extracted with ethyl acetate. The organic phase was washed with brine, dried over magnesium sulphate (MgSO4) and evaporated t... Reactants: CO (methanol), [H][H] (hydrogen), [N+](=O)([O-])C=CC1=CC=C(C(=O)OC)C=C1 (methyl 4-(2-nitrovinyl)benzoate), C=O (paraformaldehyde). The reagents and catalysts are [Pd] (Pd/C). Run in O1CCCC1 (tetrahydrofuran). The product is ON=CCC1=CC=C(C(=O)OC)C=C1 (methyl 4-(2-(hydroxyimino)ethyl)benzoate). The yield is 20.7%. RXN SMILES: [N+:1]([CH:4]=[CH:5][C:6]1[CH:15]=[CH:14][C:9]([C:10]([O:12][CH3:13])=[O:11])=[CH:8][CH:7]=1)([O-])=[O:2].C=O.CO.[H][H]>[Pd].O1CCCC1>[OH:2][N:1]=[CH:4][CH2:5][C:6]1[CH:15]=[CH:14][C:9]([C:10]([O:12][CH3:13])=[O:11])=[CH:8][CH:7]=1. Procedure details: A mixture of methyl 4-(2-nitrovinyl)benzoate (18.6 g, 90 mmol), paraformaldehyde (3.2 g, 108 mmol) and 10% Pd/C (0.9 g) in the mixture of methanol (220 mL) and tetrahydrofuran (220 mL) was stirred at room temperature over 1 atm of hydrogen for 3 h. Then the mixture was filtered and evaporated, purified by column chromatography (silica gel, petroleum ether/ethyl acetate 15:1 to 8:1) to obtain methyl 4-(2-(hydroxyimino)ethyl)benzoate (3.6 g, yield 21%) as yellow solid. 1H-NMR (400 MHz, DMSO-d6) δ ... Starting materials: C(C)(=O)C1=C(OC(=C1C)Br)C (3-acetyl-5-bromo-2,4-dimethylfuran), O (water), C(=O)(O)[O-].[Na+] (NaHCO3), N1=CC=C(C=C1)B(O)O (4-pyridineboronic acid), N1=CC=C(C=C1)B(O)O (4-Pyridineboronic acid). The reagents and catalysts are C1=CC=C(C=C1)P(C2=CC=CC=C2)C3=CC=CC=C3.C1=CC=C(C=C1)P(C2=CC=CC=C2)C3=CC=CC=C3.Cl[Pd]Cl (bis(triphenylphosphine)palladium(II)chloride), C1=CC=C(C=C1)P(C2=CC=CC=C2)C3=CC=CC=C3.C1=CC=C(C=C1)P(C2=CC=CC=C2)C3=CC=CC=C3.Cl[Pd]Cl (bis(triphenylphosphine)palladium(II)chloride). Run in C(OC)COC (dimethoxyethane). Yields the product C(C)(=O)C1=C(OC(=C1C)C1=CC=NC=C1)C (3-Acetyl-2,4-dimethyl-5-(4-pyridyl)furan). The yield is 31.0%. As a reaction SMILES: [C:1]([C:4]1[C:8]([CH3:9])=[C:7](Br)[O:6][C:5]=1[CH3:11])(=[O:3])[CH3:2].O.C([O-])(O)=O.[Na+].[N:18]1[CH:23]=[CH:22][C:21](B(O)O)=[CH:20][CH:19]=1>C(COC)OC.C1C=CC(P(C2C=CC=CC=2)C2C=CC=CC=2)=CC=1.C1C=CC(P(C2C=CC=CC=2)C2C=CC=CC=2)=CC=1.Cl[Pd]Cl>[C:1]([C:4]1[C:8]([CH3:9])=[C:7]([C:21]2[CH:22]=[CH:23][N:18]=[CH:19][CH:20]=2)[O:6][C:5]=1[CH3:11])(=[O:3])[CH3:2] |f:2.3,6.7.8|. Procedure: To a stirred solution of 3-acetyl-5-bromo-2,4-dimethylfuran (0.8 g, 3.69 mmol) in dimethoxyethane (DME; 11 mL) was added water (4 mL), NaHCO3 (0.93 g, 11 mmol), 4-pyridineboronic acid [prepared according to the method of Fischer F. C. et al., J. Red. Trav. Chim. Pays-Bays, 1965, 84, 439.] (0.5 g, 4.06 mmol) and bis(triphenylphosphine)palladium(II)chloride (0.26 g, 0.37 mmol) at room temperature under nitrogen. The mixture was heated at reflux temperature for 8 hours, and cooled down to room temp...